From a dataset of the Open Reaction Database (ORD), a public repository of structured organic reaction records. describe an organic reaction: reactants, conditions, products, and yield Reactants: ClC1=NC=C(C2=C1N=C(S2)C)I (4-chloro-7-iodo-2-methyl-thiazolo[4,5-c]pyridine), FC=1C=NC=C(C1)B(O)O (3-fluoro-5-pyridineboronic acid), NC=1SC=C(N1)C (2-amino-4-methylthiazole). The product is FC=1C=C(C=NC1)C=1C2=C(C(=NC1)NC=1SC=C(N1)C)N=C(S2)C ([7-(5-Fluoro-pyridin-3-yl)-2-methyl-thiazolo[4,5-c]pyridin-4-yl]-(4-methyl-thiazol-2-yl)-amine). Reaction SMILES: Cl[C:2]1[C:7]2[N:8]=[C:9]([CH3:11])[S:10][C:6]=2[C:5](I)=[CH:4][N:3]=1.[F:13][C:14]1[CH:15]=[N:16][CH:17]=[C:18](B(O)O)[CH:19]=1.[NH2:23][C:24]1[S:25][CH:26]=[C:27]([CH3:29])[N:28]=1>>[F:13][C:14]1[CH:19]=[C:18]([C:5]2[C:6]3[S:10][C:9]([CH3:11])=[N:8][C:7]=3[C:2]([NH:23][C:24]3[S:25][CH:26]=[C:27]([CH3:29])[N:28]=3)=[N:3][CH:4]=2)[CH:17]=[N:16][CH:15]=1. Procedure: The title compound, MS: m/e=358.2 (M+H+), was prepared in accordance with the general method of example 2, step 1 and step 2 from 4-chloro-7-iodo-2-methyl-thiazolo[4,5-c]pyridine (Example B), 3-fluoro-5-pyridineboronic acid and 2-amino-4-methylthiazole. Starting materials: EtOAc-light petroleum ether, C1(=CC=CC=C1)S(=O)(=O)O (benzenesulfonic acid), [Cl-].[Cl-].[Ca+2] (CaCl2), FC1=CC=C(OCC2OC(CC2)C#CCCOC(=O)C2OCCCC2)C=C1 ((5RS)-2-(4-Fluorophenoxymethyl)-5-(4-tetrahydropyranoyloxybutyn-1-yl)-tetrahydrofuran). Run in ClCCl (dichloromethane), C(Cl)Cl (CH2Cl2). Reaction conditions: temperature 0 celsius, time 3 hour. Yields the product C1(=CC=CC=C1)S(=O)(=O)C1CC[C@H](O1)COC1=CC=C(C=C1)F ((2S)(5RS)-5-benzenesulfonyl-2-(4-fluorophenoxymethyl)tetrahydrofuran). As a reaction SMILES: [C:1]1([S:7]([OH:10])(=[O:9])=O)[CH:6]=[CH:5][CH:4]=[CH:3][CH:2]=1.[Cl-].[Cl-].[Ca+2].[F:14][C:15]1[CH:40]=[CH:39][C:18]([O:19][CH2:20][CH:21]2[CH2:25][CH2:24][CH:23](C#CCCOC(C3CCCCO3)=O)[O:22]2)=[CH:17][CH:16]=1>C(Cl)Cl>[C:1]1([S:7]([CH:23]2[O:22][C@H:21]([CH2:20][O:19][C:18]3[CH:17]=[CH:16][C:15]([F:14])=[CH:40][CH:39]=3)[CH2:25][CH2:24]2)(=[O:9])=[O:10])[CH:2]=[CH:3][CH:4]=[CH:5][CH:6]=1 |f:1.2.3|. Procedure details: To benzenesulfonic acid sodium salt (10.0 g, 0.061 mol), 25% HCl was added dropwise with stirring until the solid dissolved. The reaction mixture was extracted (100 mL each, 3 times) with EtOAc, dried over Na2SO4 and concentrated to give benzenesulfonic acid (7.8 g, 90%). To a 100 mL round bottom with a magnetic stir bar, benzenesulfonic acid (4.61 g, 0.0324 mol), CaCl2(3.6 g, 0.0324 mol) and dry dichloromethane (30 mL) were added. The reaction mixture was cooled to 0° C. and (2S) (5RS)-2-(4-flu... Reactants: C(=O)(C(F)(F)F)O (TFA), C[C@@H]1O[C@@H](CN(C1)C=1C=CC=2C3=C(N(C2C1)CC1=CC=C(C=C1)OC)C(=CC(=N3)C3=CC(=CC=C3)C(F)(F)F)C(=O)OC)C (methyl 7-((2S,6R)-2,6-dimethylmorpholino)-5-(4-methoxybenzyl)-2-(3-(trifluoromethyl)phenyl)-5H-pyrido[3,2-b]indole-4-carboxylate), C1(=CC=CC=C1)OC (anisole). Reaction conditions: temperature 60 celsius, time 4 hour. The product is C[C@@H]1O[C@@H](CN(C1)C=1C=CC=2C3=C(NC2C1)C(=CC(=N3)C3=CC(=CC=C3)C(F)(F)F)C(=O)OC)C (methyl 7-((2S,6R)-2,6-dimethylmorpholino)-2-(3-(trifluoromethyl)phenyl)-5H-pyrido[3,2-b]indole-4-carboxylate). The yield is 75.6%. As a reaction SMILES: C(O)(C(F)(F)F)=O.[CH3:8][C@H:9]1[CH2:14][N:13]([C:15]2[CH:16]=[CH:17][C:18]3[C:19]4[N:36]=[C:35]([C:37]5[CH:42]=[CH:41][CH:40]=[C:39]([C:43]([F:46])([F:45])[F:44])[CH:38]=5)[CH:34]=[C:33]([C:47]([O:49][CH3:50])=[O:48])[C:20]=4[N:21](CC4C=CC(OC)=CC=4)[C:22]=3[CH:23]=2)[CH2:12][C@@H:11]([CH3:51])[O:10]1.C1(OC)C=CC=CC=1>>[CH3:51][C@H:11]1[CH2:12][N:13]([C:15]2[CH:16]=[CH:17][C:18]3[C:19]4[N:36]=[C:35]([C:37]5[CH:42]=[CH:41][CH:40]=[C:39]([C:43]([F:46])([F:45])[F:44])[CH:38]=5)[CH:34]=[C:33]([C:47]([O:49][CH3:50])=[O:48])[C:20]=4[NH:21][C:22]=3[CH:23]=2)[CH2:14][C@@H:9]([CH3:8])[O:10]1. Reported procedure: TFA (3 mL) was added to a mixture of methyl 7-((2S,6R)-2,6-dimethylmorpholino)-5-(4-methoxybenzyl)-2-(3-(trifluoromethyl)phenyl)-5H-pyrido[3,2-b]indole-4-carboxylate (27 mg, 0.045 mmol) and anisole (0.049 mL, 0.45 mmol) in a vial. The vial was sealed and heated at 60° C. for 3 hr and then 70° C. for an additional 4 hr. The solvent was removed and the residue was dissolved in EtOAc. This was washed with saturated aqueous NaHCO3 solution, brine, and then dried with sodium sulfate. Removal of the s... Reactants: IC=1C=C(C=CC1)N1N(C=2C3(CCC(C2C1=O)C3(C)C)C)C (2-(3-iodo-phenyl)-1,7,8,8-tetramethyl-1,2,4,5,6,7-hexahydro-4,7-methano-indazol-3-one), COC1=C(C=CC=C1)B(O)O (2-methoxy-phenyl-boronic acid), C([O-])([O-])=O.[K+].[K+] (potassium carbonate). Reagents/catalysts: C1=CC=C(C=C1)P([C-]2C=CC=C2)C3=CC=CC=C3.C1=CC=C(C=C1)P([C-]2C=CC=C2)C3=CC=CC=C3.Cl[Pd]Cl.[Fe+2] ([1,1′-bis(diphenylphosphino)ferrocene]dichloropalladium(II)). Run in ClCCl (dichloromethane), C(OC)COC (dimethoxyethane). Product: COC1=C(C=CC=C1)C1=CC(=CC=C1)N1N(C=2[C@@]3(CC[C@H](C2C1=O)C3(C)C)C)C ((4S,7R)-2-(2′-methoxy-biphenyl-3-yl)-1,7,8,8-tetramethyl-1,2,4,5,6,7-hexahydro-4,7-methano-indazol-3-one). Yield: 10.3%. RXN SMILES: I[C:2]1[CH:3]=[C:4]([N:8]2[C:16](=[O:17])[C:15]3[CH:14]4[C:18]([CH3:20])([CH3:19])[C:11]([CH3:21])([CH2:12][CH2:13]4)[C:10]=3[N:9]2[CH3:22])[CH:5]=[CH:6][CH:7]=1.[CH3:23][O:24][C:25]1[CH:30]=[CH:29][CH:28]=[CH:27][C:26]=1B(O)O.C(=O)([O-])[O-].[K+].[K+]>C(COC)OC.ClCCl.C1C=CC(P(C2C=CC=CC=2)[C-]2C=CC=C2)=CC=1.C1C=CC(P(C2C=CC=CC=2)[C-]2C=CC=C2)=CC=1.Cl[Pd]Cl.[Fe+2]>[CH3:23][O:24][C:25]1[CH:30]=[CH:29][CH:28]=[CH:27][C:26]=1[C:2]1[CH:7]=[CH:6][CH:5]=[C:4]([N:8]2[C:16](=[O:17])[C:15]3[C@@H:14]4[C:18]([CH3:19])([CH3:20])[C@@:11]([CH3:21])([CH2:12][CH2:13]4)[C:10]=3[N:9]2[CH3:22])[CH:3]=1 |f:2.3.4,7.8.9.10|. Procedure details: A mixture of 2-(3-iodo-phenyl)-1,7,8,8-tetramethyl-1,2,4,5,6,7-hexahydro-4,7-methano-indazol-3-one (Example 23; 80 mg, 0.2 mmol), 2-methoxy-phenyl-boronic acid (46 mg, 0.29 mmol), potassium carbonate (66 mg, 0.47 mmol) and [1,1′-bis(diphenylphosphino)ferrocene]dichloropalladium(II) (10 mg, 0.014 mmol) in dimethoxyethane (4 mL) was sealed under argon and heated at 80 degrees overnight and then at 90 degrees over the weekend. The reaction mixture was diluted with dichloromethane, filtered through ... Reactants: OC(C(=O)O)C1=CC=C(C=C1)C(C)C (hydroxy(4-isopropylphenyl)acetic acid), S(O)(O)(=O)=O (sulfuric acid), BrC=1C(=C(C=C(C1C)C)O)C (3-bromo-2,4,5-trimethylphenol), Example 68. Solvent: O (water). Reaction conditions: temperature 115 celsius, time 4 hour. Yields the product BrC1=C(C2=C(C(C(O2)=O)C2=CC=C(C=C2)C(C)C)C(=C1C)C)C (6-bromo-3-(4-isopropylphenyl)-4,5,7-trimethyl-1-benzofuran-2 (3H)-one). RXN SMILES: O[CH:2]([C:6]1[CH:11]=[CH:10][C:9]([CH:12]([CH3:14])[CH3:13])=[CH:8][CH:7]=1)[C:3]([OH:5])=[O:4].[Br:15][C:16]1[C:17]([CH3:25])=[C:18](O)[CH:19]=[C:20]([CH3:23])[C:21]=1[CH3:22].S(=O)(=O)(O)O>O>[Br:15][C:16]1[C:21]([CH3:22])=[C:20]([CH3:23])[C:19]2[CH:2]([C:6]3[CH:11]=[CH:10][C:9]([CH:12]([CH3:14])[CH3:13])=[CH:8][CH:7]=3)[C:3](=[O:4])[O:5][C:18]=2[C:17]=1[CH3:25]. Procedure details: To a mixture of hydroxy(4-isopropylphenyl)acetic acid (10.0 g, 46.5 mmol) synthesized in Reference Example 1 and 3-bromo-2,4,5-trimethylphenol synthesized in Reference Example 68 (8.2 g, 42.2 mmol) was added 70% sulfuric acid (10 mL) at room temperature, and the mixture was stirred at 115° C. for 4 hours. The mixture was added to water, which was extracted with diisopropyl ether. The extract was washed with water and a saturated sodium hydrogen carbonate solution, and then was dried over anhydro...